This data is from the Open Reaction Database (ORD), a public repository of structured organic reaction records. The task is: describe an organic reaction: reactants, conditions, products, and yield Reactants: C1(CC1)C1=CC(=C(C(=O)OC)C=C1C1=NC2=C(CN(CC2)C)N1)C (methyl 4-cyclopropyl-2-methyl-5-(5-methyl-4,5,6,7-tetrahydro-3H-imidazo[4,5-c]pyridin-2-yl)benzoate), C1(CCC1)C1=CC(=C(C(=O)OC)C=C1C=O)C (methyl 4-cyclobutyl-5-formyl-2-methylbenzoate), C1(CCC1)C1=CC(=C(C(=O)OC)C=C1C=O)C (methyl 4-cyclobutyl-5-formyl-2-methylbenzoate), C1(CC1)C1=CC(=C(C(=O)OC)C=C1C=O)C (methyl 4-cyclopropyl-5-formyl-2-methylbenzoate). The product is C1(CCC1)C1=CC(=C(C(=O)OC)C=C1C1=NC2=C(CN(CC2)C)N1)C (Methyl 4-cyclobutyl-2-methyl-5-(5-methyl-4,5,6,7-tetrahydro-3H-imidazo[4,5-c]pyridin-2-yl)benzoate). Reaction SMILES: [CH:1]1([C:4]2[C:13]([C:14]3[NH:23][C:17]4[CH2:18][N:19]([CH3:22])[CH2:20][CH2:21][C:16]=4[N:15]=3)=[CH:12][C:7]([C:8]([O:10][CH3:11])=[O:9])=[C:6]([CH3:24])[CH:5]=2)[CH2:3][CH2:2]1.[CH:25]1(C2C(C=O)=CC(C(OC)=O)=C(C)C=2)CCC1.C1(C2C(C=O)=CC(C(OC)=O)=C(C)C=2)CC1>>[CH:1]1([C:4]2[C:13]([C:14]3[NH:23][C:17]4[CH2:18][N:19]([CH3:22])[CH2:20][CH2:21][C:16]=4[N:15]=3)=[CH:12][C:7]([C:8]([O:10][CH3:11])=[O:9])=[C:6]([CH3:24])[CH:5]=2)[CH2:3][CH2:25][CH2:2]1. Reported procedure: The title compound was prepared using standard chemical manipulations and procedures similar to those used for the preparation of compound 87.4, except methyl 4-cyclobutyl-5-formyl-2-methylbenzoate (compound 82.5) was used in place of methyl 4-cyclopropyl-5-formyl-2-methylbenzoate (compound 87.1).